This data is from the Open Reaction Database (ORD), a public repository of structured organic reaction records. The task is: describe an organic reaction: reactants, conditions, products, and yield The reactants are CCN=C=O, C1COCCO1, Cc1cc2sc(N)nc2cc1O. Yields the product CCNC(=O)Nc1nc2cc(O)c(C)cc2s1. Reaction SMILES: [CH2:13]([CH3:14])[N:15]=[C:16]=[O:17].[CH2:18]1[O:19][CH2:20][CH2:21][O:22][CH2:23]1.[NH2:1][c:2]1[s:3][c:4]2[c:5]([n:6]1)[cH:7][c:8]([OH:12])[c:9]([CH3:11])[cH:10]2>>[NH:1]([c:2]1[s:3][c:4]2[c:5]([n:6]1)[cH:7][c:8]([OH:12])[c:9]([CH3:11])[cH:10]2)[C:16]([NH:15][CH2:13][CH3:14])=[O:17]. The reactants are NC1=C(C(C2=C(N=C(N=C2)NC2=CC=C(C=C2)[C@H]2[C@@H](C2)N(C)C)N1CC)=O)C(=O)N ((±)-7-Amino-2-[4-(trans-2-dimethylaminocyclopropyl)phenylamino]-8-ethyl-5-oxo-5,8-dihydropyrido[2,3-d]pyrimidine-6-carboxamide), CCCl (hydrochloric ether). The solvent is CO (methanol). Conditions: time 5 minute. Product: Cl.NC1=C(C(C2=C(N=C(N=C2)NC2=CC=C(C=C2)[C@H]2[C@@H](C2)N(C)C)N1CC)=O)C(=O)N ((±)-7-Amino-2-[4-(trans-2-dimethylaminocyclopropyl)phenylamino]-8-ethyl-5-oxo-5,8-dihydropyrido[2,3-d]pyrimidine-6-carboxamide hydrochloride). Isolated yield 53.7%. As a reaction SMILES: [NH2:1][C:2]1[N:24]([CH2:25][CH3:26])[C:6]2[N:7]=[C:8]([NH:11][C:12]3[CH:17]=[CH:16][C:15]([C@@H:18]4[CH2:20][C@H:19]4[N:21]([CH3:23])[CH3:22])=[CH:14][CH:13]=3)[N:9]=[CH:10][C:5]=2[C:4](=[O:27])[C:3]=1[C:28]([NH2:30])=[O:29].CC[Cl:33]>CO>[ClH:33].[NH2:1][C:2]1[N:24]([CH2:25][CH3:26])[C:6]2[N:7]=[C:8]([NH:11][C:12]3[CH:13]=[CH:14][C:15]([C@@H:18]4[CH2:20][C@H:19]4[N:21]([CH3:23])[CH3:22])=[CH:16][CH:17]=3)[N:9]=[CH:10][C:5]=2[C:4](=[O:27])[C:3]=1[C:28]([NH2:30])=[O:29] |f:3.4|. Procedure details: To a solution of 0.05 g (0.13 mmol) of the product prepared in step 15.6 in 2.5 mL of methanol is added 0.20 mL (0.4 mmol) of 2.0 M hydrochloric ether. The mixture is stirred for 5 minutes at room temperature and then evaporated to dryness. The residue is purified by preparative HPLC. The fraction corresponding to the expected pure product is evaporated to dryness under then taken up in methanol. Ether is added and the solid is drained by suction and dried in an oven under vacuum. 0.031 g of the... The reactants are ClC1=C(C=CC(=C1Cl)O)CCC(=O)C=1SC(=CC1)C1=CC(=CC=C1)C(F)(F)F (3-(2,3-dichloro-4-hydroxy-phenyl)-1-(5-(3-(trifluoromethyl)phenyl)thien-2-yl)propan-1-one), BrC(C(=O)OCC)(C)C (ethyl bromo-isobutyrate). Yields the product ClC1=C(OC(C(=O)OCC)(C)C)C=CC(=C1Cl)CCC(C=1SC(=CC1)C1=CC(=CC=C1)C(F)(F)F)=O (Ethyl 2-(2,3-dichloro-4-(3-oxo-3-(5-(3-(trifluoromethyl)phenyl)thien-2-yl)propyl)-phenoxy)-2-methylpropanoate). RXN SMILES: [Cl:1][C:2]1[C:7]([Cl:8])=[C:6]([OH:9])[CH:5]=[CH:4][C:3]=1[CH2:10][CH2:11][C:12]([C:14]1[S:15][C:16]([C:19]2[CH:24]=[CH:23][CH:22]=[C:21]([C:25]([F:28])([F:27])[F:26])[CH:20]=2)=[CH:17][CH:18]=1)=[O:13].Br[C:30]([CH3:37])([CH3:36])[C:31]([O:33][CH2:34][CH3:35])=[O:32]>>[Cl:8][C:7]1[C:2]([Cl:1])=[C:3]([CH2:10][CH2:11][C:12](=[O:13])[C:14]2[S:15][C:16]([C:19]3[CH:24]=[CH:23][CH:22]=[C:21]([C:25]([F:27])([F:28])[F:26])[CH:20]=3)=[CH:17][CH:18]=2)[CH:4]=[CH:5][C:6]=1[O:9][C:30]([CH3:37])([CH3:36])[C:31]([O:33][CH2:34][CH3:35])=[O:32]. Procedure details: Ethyl 2-(2,3-dichloro-4-(3-oxo-3-(5-(3-(trifluoromethyl)phenyl)thien-2-yl)propyl)-phenoxy)-2-methylpropanoate is prepared from 3-(2,3-dichloro-4-hydroxy-phenyl)-1-(5-(3-(trifluoromethyl)phenyl)thien-2-yl)propan-1-one and ethyl bromo-isobutyrate according to general procedure D. Reactants: NC=1C=CC(=C(C1)[C@H]1N(CC[C@@H]1C(=O)OC)C(=O)OC(C)(C)C)S(=O)(=O)C(C)C ((2S,3S)-1-tert-Butyl 3-methyl 2-(5-amino-2-(isopropylsulfonyl)phenyl)pyrrolidine-1,3-dicarboxylate), ClC(=O)OC (methyl chloroformate), Cl (HCl). Run in N1=CC=CC=C1 (pyridine). Conditions: time 2 hour. Yields the product Cl.C(C)(C)S(=O)(=O)C1=C(C=C(C=C1)C(=O)OC)[C@@H]1NCC[C@@H]1C(=O)OC ((2R,3S)-Methyl 2-(2-(isopropylsulfonyl)-5-(methoxycarbonyl)phenyl)pyrrolidine-3-carboxylate HCl salt). Yield: 129.1%. Reaction SMILES: N[C:2]1[CH:3]=[CH:4][C:5]([S:24]([CH:27]([CH3:29])[CH3:28])(=[O:26])=[O:25])=[C:6]([C@@H:8]2[C@@H:12]([C:13]([O:15][CH3:16])=[O:14])[CH2:11][CH2:10][N:9]2C(OC(C)(C)C)=O)[CH:7]=1.[Cl:30][C:31]([O:33][CH3:34])=[O:32].Cl>N1C=CC=CC=1>[ClH:30].[CH:27]([S:24]([C:5]1[CH:4]=[CH:3][C:2]([C:31]([O:33][CH3:34])=[O:32])=[CH:7][C:6]=1[C@H:8]1[C@@H:12]([C:13]([O:15][CH3:16])=[O:14])[CH2:11][CH2:10][NH:9]1)(=[O:25])=[O:26])([CH3:28])[CH3:29] |f:4.5|. Reported procedure: To 61A (0.09 g, 0.21 mmol) in pyridine (1 mL) at 0° C. was added methyl chloroformate (32 μL, 0.42 mmol). After 2.0 h stirring at rt the reaction was acidified with 1M HCl to pH 3-4. The product was extracted with ethyl acetate and was washed with brine and dried over sodium sulfate. After evaporation of the solvent, the crude product was redissolved in ethyl acetate (1.5 mL) and hydrogen chloride (2 mL, 4M in dioxane) was added. The reaction was stirred for 3 h at rt. The solvent was removed an... Reactants: Cc1ccccc1, C=Cc1ccc(Cl)cc1, CCOC(=O)C=[N+]=[N-]. The product is CCOC(=O)C1CC1c1ccc(Cl)cc1. As a reaction SMILES: [CH3:18][c:19]1[cH:20][cH:21][cH:22][cH:23][cH:24]1.[Cl:1][c:2]1[cH:3][cH:4][c:5]([CH:6]=[CH2:7])[cH:8][cH:9]1.[N+:10](=[N-:11])=[CH:12][C:13](=[O:14])[O:15][CH2:16][CH3:17]>>[Cl:1][c:2]1[cH:3][cH:4][c:5]([CH:6]2[CH2:7][CH:12]2[C:13](=[O:14])[O:15][CH2:16][CH3:17])[cH:8][cH:9]1. Reactants: C1COCCO1, Cl, CC(C)(C)OC(=O)N1CCN(S(=O)(=O)c2ccc(C(F)(F)F)cc2)CC1, O. Yields the product O=S(=O)(c1ccc(C(F)(F)F)cc1)N1CCNCC1. RXN SMILES: [CH2:28]1[O:29][CH2:30][CH2:31][O:32][CH2:33]1.[ClH:27].[F:1][C:2]([c:3]1[cH:4][cH:5][c:6]([S:9](=[O:10])(=[O:11])[N:12]2[CH2:13][CH2:14][N:15]([C:18]([O:19][C:20]([CH3:21])([CH3:22])[CH3:23])=[O:24])[CH2:16][CH2:17]2)[cH:7][cH:8]1)([F:25])[F:26].[OH2:34]>>[F:1][C:2]([c:3]1[cH:4][cH:5][c:6]([S:9](=[O:10])(=[O:11])[N:12]2[CH2:13][CH2:14][NH:15][CH2:16][CH2:17]2)[cH:7][cH:8]1)([F:25])[F:26]. The reactants are CCc1ccc(CO)cn1, CCCCP(CCCC)CCCC, C1CCOC1, CCCc1c(Cc2ccc(-c3ccccc3C#N)cc2)c(=O)[nH]c2nc(C)nn12, CCOC(C)=O, O=C(N=NC(=O)N1CCCCC1)N1CCCCC1. The product is CCCc1c(Cc2ccc(-c3ccccc3C#N)cc2)c(=O)n(Cc2ccc(CC)nc2)c2nc(C)nn12. RXN SMILES: [CH2:30]([CH3:31])[c:32]1[cH:33][cH:34][c:35]([CH2:38][OH:39])[cH:36][n:37]1.[CH2:40]([P:41]([CH2:42][CH2:43][CH2:44][CH3:45])[CH2:46][CH2:47][CH2:48][CH3:49])[CH2:50][CH2:51][CH3:52].[CH2:71]1[O:72][CH2:73][CH2:74][CH2:75]1.[CH3:1][c:2]1[n:3][n:4]2[c:5]([nH:6][c:7](=[O:28])[c:8]([CH2:13][c:14]3[cH:15][cH:16][c:17](-[c:20]4[c:21]([C:26]#[N:27])[cH:22][cH:23][cH:24][cH:25]4)[cH:18][cH:19]3)[c:9]2[CH2:10][CH2:11][CH3:12])[n:29]1.[CH3:76][CH2:77][O:78][C:79](=[O:80])[CH3:81].[N:53]([C:54]([N:55]1[CH2:56][CH2:57][CH2:58][CH2:59][CH2:60]1)=[O:61])=[N:62][C:63]([N:64]1[CH2:65][CH2:66][CH2:67][CH2:68][CH2:69]1)=[O:70]>>[CH3:1][c:2]1[n:3][n:4]2[c:5]([n:6]([CH2:38][c:35]3[cH:34][cH:33][c:32]([CH2:30][CH3:31])[n:37][cH:36]3)[c:7](=[O:28])[c:8]([CH2:13][c:14]3[cH:15][cH:16][c:17](-[c:20]4[c:21]([C:26]#[N:27])[cH:22][cH:23][cH:24][cH:25]4)[cH:18][cH:19]3)[c:9]2[CH2:10][CH2:11][CH3:12])[n:29]1.